The task is: describe an organic reaction: reactants, conditions, products, and yield. This data is from the Open Reaction Database (ORD), a public repository of structured organic reaction records. Starting materials: OC1=CC=C(C=C1)C1=CC=CC=C1 (4-hydroxybiphenyl), ClCCN1CCCC1 (1-(2-chloroethyl)pyrrolidine), C([O-])([O-])=O.[K+].[K+] (potassium carbonate). Run in CN(C=O)C (dimethylformamide). Conditions: temperature 50 celsius. Product: C=1(C(=CC=CC1)OCCN1CCCC1)C1=CC=CC=C1 (1-[2-(Biphenyloxy)ethyl]pyrrolidine). RXN SMILES: O[C:2]1[CH:7]=[CH:6][C:5]([C:8]2[CH:13]=[CH:12][CH:11]=[CH:10][CH:9]=2)=[CH:4][CH:3]=1.Cl[CH2:15][CH2:16][N:17]1[CH2:21][CH2:20][CH2:19][CH2:18]1.C(=O)([O-])[O-:23].[K+].[K+]>CN(C)C=O>[C:5]1([C:8]2[CH:13]=[CH:12][CH:11]=[CH:10][CH:9]=2)[C:4]([O:23][CH2:15][CH2:16][N:17]2[CH2:21][CH2:20][CH2:19][CH2:18]2)=[CH:3][CH:2]=[CH:7][CH:6]=1 |f:2.3.4|. Procedure: 1.76 mol of 4-hydroxybiphenyl, 2.29 mol of 1-(2-chloroethyl)pyrrolidine and 5.3 mol of potassium carbonate are placed in 2.5 liters of dimethylformamide. The whole is heated at 50° C. ovemright. After cooling, the solid is filtered off and the solvent is removed by evaporation. The residue is taken up in ethyl acetate. After washing of the organic phase drying and evaporation, a residue is obtained which is purified by chromatography over silica using an ethyl acetate/ethanol mixture (80/20) as ...